The task is: describe an organic reaction: reactants, conditions, products, and yield. This data is from the Open Reaction Database (ORD), a public repository of structured organic reaction records. The reactants are CC(NC(=O)C(O)C(CCCCNC(=O)N1CCOCC1)NC(=O)OCC1(Cc2ccccc2)CCCCC1)c1ccccc1, CC(NC(=O)C(O)C(CCCCNC(=O)N1CCOCC1)NC(=O)OCC1(Cc2cccnc2)CCC1)c1ccccc1. Yields the product CC(NC(=O)C(=O)C(CCCCNC(=O)N1CCOCC1)NC(=O)OCC1(Cc2cccnc2)CCC1)c1ccccc1. Reaction SMILES: [CH2:44]([C:45]1([CH2:46][O:47][C:48](=[O:49])[NH:50][CH:51]([CH:52]([OH:53])[C:54](=[O:55])[NH:56][CH:57]([c:58]2[cH:59][cH:60][cH:61][cH:62][cH:63]2)[CH3:64])[CH2:65][CH2:66][CH2:67][CH2:68][NH:69][C:70]([N:71]2[CH2:72][CH2:73][O:74][CH2:75][CH2:76]2)=[O:77])[CH2:78][CH2:79][CH2:80][CH2:81][CH2:82]1)[c:83]1[cH:84][cH:85][cH:86][cH:87][cH:88]1.[n:1]1[cH:2][c:3]([CH2:7][C:8]2([CH2:12][O:13][C:14]([NH:15][CH:16]([CH2:17][CH2:18][CH2:19][CH2:20][NH:21][C:22](=[O:23])[N:24]3[CH2:25][CH2:26][O:27][CH2:28][CH2:29]3)[CH:30]([C:31]([NH:32][CH:33]([CH3:34])[c:35]3[cH:36][cH:37][cH:38][cH:39][cH:40]3)=[O:41])[OH:42])=[O:43])[CH2:9][CH2:10][CH2:11]2)[cH:4][cH:5][cH:6]1>>[n:1]1[cH:2][c:3]([CH2:7][C:8]2([CH2:12][O:13][C:14]([NH:15][CH:16]([CH2:17][CH2:18][CH2:19][CH2:20][NH:21][C:22](=[O:23])[N:24]3[CH2:25][CH2:26][O:27][CH2:28][CH2:29]3)[C:30]([C:31]([NH:32][CH:33]([CH3:34])[c:35]3[cH:36][cH:37][cH:38][cH:39][cH:40]3)=[O:41])=[O:42])=[O:43])[CH2:9][CH2:10][CH2:11]2)[cH:4][cH:5][cH:6]1.